Dataset: the Open Reaction Database (ORD), a public repository of structured organic reaction records. Task: describe an organic reaction: reactants, conditions, products, and yield Starting materials: O=C([O-])[O-], O=S(=O)([O-])CC1COC2(CC2)C1, [Cs+], [Cs+], Cc1c(C(=O)Nc2ccc(Oc3ccnc4cc(O)ccc34)cn2)c(=O)n(-c2ccccc2)n1C. The product is Cc1c(C(=O)Nc2ccc(Oc3ccnc4cc(OC5COC6(CC6)C5)ccc34)cn2)c(=O)n(-c2ccccc2)n1C. RXN SMILES: [C:48](=[O:49])([O-:50])[O-:51].[CH2:1]1[CH2:2][C:3]12[O:4][CH2:5][CH:6]([CH2:8][S:9]([O-:10])(=[O:11])=[O:12])[CH2:7]2.[Cs+:52].[Cs+:53].[OH:13][c:14]1[cH:15][cH:16][c:17]2[c:18]([O:24][c:25]3[cH:26][cH:27][c:28]([NH:31][C:32](=[O:33])[c:34]4[c:35](=[O:47])[n:36](-[c:41]5[cH:42][cH:43][cH:44][cH:45][cH:46]5)[n:37]([CH3:40])[c:38]4[CH3:39])[n:29][cH:30]3)[cH:19][cH:20][n:21][c:22]2[cH:23]1>>[CH2:1]1[CH2:2][C:3]12[O:4][CH2:5][CH:6]([O:13][c:14]1[cH:15][cH:16][c:17]3[c:18]([O:24][c:25]4[cH:26][cH:27][c:28]([NH:31][C:32](=[O:33])[c:34]5[c:35](=[O:47])[n:36](-[c:41]6[cH:42][cH:43][cH:44][cH:45][cH:46]6)[n:37]([CH3:40])[c:38]5[CH3:39])[n:29][cH:30]4)[cH:19][cH:20][n:21][c:22]3[cH:23]1)[CH2:7]2. The reactants are O.C1(=CC=C(C=C1)S(=O)(=O)O)C (p-toluenesulfonic acid monohydrate), NC=1C(=NC(=CC1NC1=CC=C(C=C1)CCNC(OC(C)(C)C)=O)C)Cl (tert-Butyl 2-{4-[(3-amino-2-chloro-6-methyl-4-pyridinyl)amino]phenyl}ethylcarbamate), C(CC)(=O)Cl (propionyl chloride). Solvent: C1(=CC=CC=C1)C (toluene), C1(=CC=CC=C1)C (toluene), ClCCl (dichloromethane), ClCCl (dichloromethane), C(C)(=O)OCC (ethyl acetate). Product: ClC1=NC(=CC2=C1N=C(N2C2=CC=C(C=C2)CCNC(OC(C)(C)C)=O)CC)C (tert-Butyl 2-[4-(4-chloro-2-ethyl-6-methyl-1H-imidazo[4,5-c]pyridin-1-yl)phenyl]ethylcarbamate). Isolated yield 34.4%. As a reaction SMILES: [NH2:1][C:2]1[C:3]([Cl:26])=[N:4][C:5]([CH3:25])=[CH:6][C:7]=1[NH:8][C:9]1[CH:14]=[CH:13][C:12]([CH2:15][CH2:16][NH:17][C:18](=[O:24])[O:19][C:20]([CH3:23])([CH3:22])[CH3:21])=[CH:11][CH:10]=1.[C:27](Cl)(=O)[CH2:28][CH3:29].O.C1(C)C=CC(S(O)(=O)=O)=CC=1>C1(C)C=CC=CC=1.ClCCl.C(OCC)(=O)C>[Cl:26][C:3]1[C:2]2[N:1]=[C:27]([CH2:28][CH3:29])[N:8]([C:9]3[CH:10]=[CH:11][C:12]([CH2:15][CH2:16][NH:17][C:18](=[O:24])[O:19][C:20]([CH3:22])([CH3:23])[CH3:21])=[CH:13][CH:14]=3)[C:7]=2[CH:6]=[C:5]([CH3:25])[N:4]=1 |f:2.3|. Procedure details: A mixture of tert-butyl 2-{4-[(3-amino-2-chloro-6-methyl-4-pyridinyl)amino]phenyl]ethylcarbamate (step 2, 238 mg, 0.63 mmol), propionyl chloride (70 mg, 0.76 mmol) in toluene (4.6 ml) and dichloromethane (0.6 ml) was heated at reflux temperature for 1 h. After cooling, the mixture was diluted with ethyl acetate (100 ml) and washed with IN aqueous NaOH solution (30 ml×2) and brine (30 ml). The organic layer was dried (MgSO4), and concentrated. The residue and p-toluenesulfonic acid monohydrate (5...